From a dataset of the Open Reaction Database (ORD), a public repository of structured organic reaction records. describe an organic reaction: reactants, conditions, products, and yield Reaction SMILES: [Al+3:29].[H-:28].[H-:31].[H-:32].[H-:33].[Li+:30].[Na+:34].[OH:1][CH:2]1[C:3]([CH3:26])([CH3:27])[O:4][c:5]2[cH:6][c:7]3[c:12]([cH:13][c:14]2[CH:15]1[NH:16][CH2:17][CH2:18][c:19]1[cH:20][cH:21][cH:22][cH:23][cH:24]1)[NH:11][C:10](=[O:25])[CH2:9][O:8]3.[OH:35][C:36](=[O:37])[O-:38]>>[OH:1][CH:2]1[C:3]([CH3:26])([CH3:27])[O:4][c:5]2[cH:6][c:7]3[c:12]([cH:13][c:14]2[CH:15]1[NH:16][CH2:17][CH2:18][c:19]1[cH:20][cH:21][cH:22][cH:23][cH:24]1)[NH:11][CH2:10][CH2:9][O:8]3. Reactants: [Al+3], [H-], [H-], [H-], [H-], [Li+], [Na+], CC1(C)Oc2cc3c(cc2C(NCCc2ccccc2)C1O)NC(=O)CO3, O=C([O-])O. The product is CC1(C)Oc2cc3c(cc2C(NCCc2ccccc2)C1O)NCCO3. Reactants: [BH4-], [Br-], CCCCCCCCCCCCCCCC[P+](CCCC)(CCCC)CCCC, C[Si](C)(C)N=[N+]=[N-], COc1c(Cl)cc(C(C)(C)O)cc1Cl, [Na+], O, c1ccccc1. The product is COc1c(Cl)cc(C(C)(C)N)cc1Cl. Reaction SMILES: [BH4-:22].[Br-:24].[CH2:25]([P+:26]([CH2:27][CH2:28][CH2:29][CH3:30])([CH2:31][CH2:32][CH2:33][CH3:34])[CH2:35][CH2:36][CH2:37][CH3:38])[CH2:39][CH2:40][CH2:41][CH2:42][CH2:43][CH2:44][CH2:45][CH2:46][CH2:47][CH2:48][CH2:49][CH2:50][CH2:51][CH2:52][CH3:53].[CH3:15][Si:16]([N:19]=[N+:17]=[N-:18])([CH3:20])[CH3:21].[Cl:1][c:2]1[cH:3][c:4]([C:5]([CH3:6])([CH3:7])[OH:8])[cH:9][c:10]([Cl:14])[c:11]1[O:12][CH3:13].[Na+:23].[OH2:54].[cH:55]1[cH:56][cH:57][cH:58][cH:59][cH:60]1>>[Cl:1][c:2]1[cH:3][c:4]([C:5]([CH3:6])([CH3:7])[NH2:19])[cH:9][c:10]([Cl:14])[c:11]1[O:12][CH3:13]. Reactants: Cn1c(C#N)ccc1-c1ccc2c(c1)CCC2=O, CC(=O)Cl, CC#N, Cl, [I-], [I-], [I-], [Sm+3]. The product is CC(=O)c1cc(C#N)n(C)c1-c1ccc2c(c1)CCC2=O. RXN SMILES: [CH3:1][n:2]1[c:3]([C:17]#[N:18])[cH:4][cH:5][c:6]1-[c:7]1[cH:8][c:9]2[c:13]([cH:14][cH:15]1)[C:12](=[O:16])[CH2:11][CH2:10]2.[CH3:23][C:24]([Cl:25])=[O:26].[CH3:28][C:29]#[N:30].[ClH:27].[I-:19].[I-:21].[I-:22].[Sm+3:20]>>[CH3:1][n:2]1[c:3]([C:17]#[N:18])[cH:4][c:5]([C:24]([CH3:23])=[O:26])[c:6]1-[c:7]1[cH:8][c:9]2[c:13]([cH:14][cH:15]1)[C:12](=[O:16])[CH2:11][CH2:10]2. Reactants: [N-]=[N+]=[N-].[Na+] (sodium azide), CC(=O)C (Acetone), COC=1C(=C(C=CC1)CCC(=O)O)OCCCCC (3-(3-Methoxy-2-pentyloxyphenyl)propionic acid), S(=O)(Cl)Cl (thionyl chloride), C1(=CC=CC=C1)C (Toluene). Reagents/catalysts: CN(C)C=O (DMF). Solvent: O (Water), O (water). Reaction conditions: time 15 minute. Yields the product COC=1C(=C2CCNC(C2=CC1)=O)OCCCCC (6-methoxy-5-pentyloxy-3,4-dihydro-2H-isoquinolin-1-one). Yield: 84.0%. Reaction SMILES: [CH3:1][O:2][C:3]1[C:4]([O:14][CH2:15][CH2:16][CH2:17][CH2:18][CH3:19])=[C:5]([CH2:9][CH2:10]C(O)=O)[CH:6]=[CH:7][CH:8]=1.S(Cl)(Cl)=O.C1(C)C=CC=CC=1.[N-:31]=[N+]=[N-].[Na+].C[C:36](C)=[O:37]>CN(C=O)C.O>[CH3:1][O:2][C:3]1[C:4]([O:14][CH2:15][CH2:16][CH2:17][CH2:18][CH3:19])=[C:5]2[C:6](=[CH:7][CH:8]=1)[C:36](=[O:37])[NH:31][CH2:10][CH2:9]2 |f:3.4|. Procedure: 3-(3-Methoxy-2-pentyloxyphenyl)propionic acid (1.00 g, 3.75 mmol), thionyl chloride (0.72 ml, 10 mmol) and one drop of DMF were mixed, and the mixture was stirred at room temperature for 15 minutes. Toluene (10 ml) was added and the mixture was filtered. The filtrate was concentrated under reduced pressure. Acetone (5 ml) and a solution of sodium azide (0.33 g, 5.0 mmol) in water (0.5 ml) were added to the obtained residue, and the mixture was stirred at room temperature for 20 minutes. Water (5... The reactants are Cl (HCl), ice, OC[C@H]1C[C@@H](CN1S(=O)(=O)C1=CC=C(C=C1)C)O ((3S,5R)-5-Hydroxymethyl-1-(toluene-4-sulfonyl)-pyrrolidin-3-ol), C1(=CC=C(C=C1)S(=O)(=O)Cl)C (4-toluylsulfonyl chloride). Solvent: N1=CC=CC=C1 (pyridine). Conditions: temperature 10 celsius, time 2 hour. Product: C1(=CC=C(C=C1)S(=O)(=O)N1[C@H](C[C@@H](C1)OS(=O)(=O)C1=CC=C(C=C1)C)COS(=O)(=O)C1=CC=C(C=C1)C)C ((2R,4S)-1-(4-Tolylsulfonyl)-2-[[(4-tolylsulfonyl)oxy]-methyl]-4-[(4-tolylsulfonyl)oxy]-pyrrolidine). Reaction SMILES: [OH:1][CH2:2][C@@H:3]1[N:7]([S:8]([C:11]2[CH:16]=[CH:15][C:14]([CH3:17])=[CH:13][CH:12]=2)(=[O:10])=[O:9])[CH2:6][C@@H:5]([OH:18])[CH2:4]1.[C:19]1([CH3:29])[CH:24]=[CH:23][C:22]([S:25](Cl)(=[O:27])=[O:26])=[CH:21][CH:20]=1.Cl>N1C=CC=CC=1>[C:14]1([CH3:17])[CH:15]=[CH:16][C:11]([S:8]([N:7]2[CH2:6][C@@H:5]([O:18][S:25]([C:22]3[CH:23]=[CH:24][C:19]([CH3:29])=[CH:20][CH:21]=3)(=[O:27])=[O:26])[CH2:4][C@@H:3]2[CH2:2][O:1][S:8]([C:11]2[CH:16]=[CH:15][C:14]([CH3:17])=[CH:13][CH:12]=2)(=[O:10])=[O:9])(=[O:10])=[O:9])=[CH:12][CH:13]=1. Procedure: To an ice-cold solution of 5-hydroxymethyl-1-(toluene-4-sulfonyl)-pyrrolidin-3-ol (4) (0.45 g, 1.66 mmol) in pyridine (3 mL) is added 4-toluylsulfonyl chloride (1.11 g, 5.81 mmol) in one portion. The temperature rises to 50° C., then the reaction mixture is cooled to 10° C., kept at that temperature for an additional 2 h and then left at room temperature overnight. The mixture is poured into 2N HCl (13 mL). On cooling the compound precipitates out and separated by filtration, washed with cold wa... The reactants are Cl[O-].[Na+] (sodium hypochlorite), ClCCl (Dichloromethane), CC(CCCC(C)C)OCCO (2-[(1,5-dimethylhexyl)oxy]ethanol), [Br-].[K+] (potassium bromide). Solvent: O (water). Run at time 15 hour. The product is CC(CCCC(C)C)OCC=O ([(1,5-dimethylhexyl)oxy]acetaldehyde). The yield is 78.1%. RXN SMILES: ClCCl.[CH3:4][CH:5]([O:12][CH2:13][CH2:14][OH:15])[CH2:6][CH2:7][CH2:8][CH:9]([CH3:11])[CH3:10].[Br-].[K+].Cl[O-].[Na+]>O>[CH3:4][CH:5]([O:12][CH2:13][CH:14]=[O:15])[CH2:6][CH2:7][CH2:8][CH:9]([CH3:10])[CH3:11] |f:2.3,4.5|. Procedure details: Dichloromethane (25 mL), 2-[(1,5-dimethylhexyl)oxy]ethanol (5 g, 29 mmol), a solution of potassium bromide (0.34 g, 2.9 mmol) in water (4.72 g) and 2,2,6,6-tetramethyl-1-piperidinyloxy (TEMPO, 0.053 g, 0.34 mmol) was charged to 100 mL flask fitted with addition funnel, condenser, nitrogen, thermocouple and mechanical stirrer. A 2.8 wt % aqueous solution of sodium hypochlorite (173.5 g, 65 mmol) was added and the reaction stirred for a total of 15 hrs. The product was extracted with hexane (200 m... Procedure details: Methyl (E)-2-(1-hydroxy-1-methylethyl)-7-phenyl-7-(3-pyridyl)-6-heptenoate (0.3 g, 0.89 mmole) was dissolved in dichloromethane (10 ml), and the solution was cooled at -10° C. Thionyl chloirde (0.15 ml) was added to the solution, followed by adding pyridine (0.4 ml) and stirring for 10 minutes under the same reaction conditions. After the completion of the reaction, aqueous sodium hydrogencarbonate (5 ml) was added, and the product was extracted with ethyl acetate. The organic layer was worked u... Run in ClCCl (dichloromethane). RXN SMILES: O[C:2]([CH:5]([CH2:10][CH2:11][CH2:12]/[CH:13]=[C:14](\[C:21]1[CH:26]=[CH:25][CH:24]=[CH:23][CH:22]=1)/[C:15]1[CH:16]=[N:17][CH:18]=[CH:19][CH:20]=1)[C:6]([O:8][CH3:9])=[O:7])([CH3:4])[CH3:3].N1C=CC=CC=1.C(=O)([O-])O.[Na+]>ClCCl>[CH3:4][C:2]([CH:5]([CH2:10][CH2:11][CH2:12]/[CH:13]=[C:14](\[C:21]1[CH:22]=[CH:23][CH:24]=[CH:25][CH:26]=1)/[C:15]1[CH:16]=[N:17][CH:18]=[CH:19][CH:20]=1)[C:6]([O:8][CH3:9])=[O:7])=[CH2:3] |f:2.3|. Reactants: N1=CC=CC=C1 (pyridine), OC(C)(C)C(C(=O)OC)CCC\C=C(\C=1C=NC=CC1)/C1=CC=CC=C1 (Methyl (E)-2-(1-hydroxy-1-methylethyl)-7-phenyl-7-(3-pyridyl)-6-heptenoate), C(O)([O-])=O.[Na+] (sodium hydrogencarbonate). Run at temperature -10 celsius, time 10 minute. Isolated yield 83.7%. Yields the product CC(=C)C(C(=O)OC)CCC\C=C(\C=1C=NC=CC1)/C1=CC=CC=C1 (methyl (E)-2-(1-methylethenyl)-7-phenyl-7-(3-pyridyl)-6-heptenoate).